This data is from the Open Reaction Database (ORD), a public repository of structured organic reaction records. The task is: describe an organic reaction: reactants, conditions, products, and yield Reactants: NC=1N=C2N(C=C(C=C2)SC2=CC=CC=C2)C1 (2-amino 6-(phenylthio) imidazo [1,2-a] pyridine), ClC(=O)OC (methyl chloroformate), C([O-])(O)=O.[Na+] (sodium bicarbonate). Solvent: O (water). Conditions: time 30 minute. Product: COC(=O)NC=1N=C2N(C=C(C=C2)SC2=CC=CC=C2)C1 (2-methoxycarbonylamino-6-(phenylthio) imidazo [1,2-a] pyridine). Reaction SMILES: [NH2:1][C:2]1[N:3]=[C:4]2[CH:9]=[CH:8][C:7]([S:10][C:11]3[CH:16]=[CH:15][CH:14]=[CH:13][CH:12]=3)=[CH:6][N:5]2[CH:17]=1.Cl[C:19]([O:21][CH3:22])=[O:20].C(=O)(O)[O-].[Na+]>O>[CH3:22][O:21][C:19]([NH:1][C:2]1[N:3]=[C:4]2[CH:9]=[CH:8][C:7]([S:10][C:11]3[CH:16]=[CH:15][CH:14]=[CH:13][CH:12]=3)=[CH:6][N:5]2[CH:17]=1)=[O:20] |f:2.3|. Reported procedure: 0.200 G. of 2-amino 6-(phenylthio) imidazo [1,2-a] pyridine is suspended in 2.2 ml. of water and treated dropwise with 0.0140 gm. of methyl chloroformate. After stirring the reaction mixture for 30 minutes at room temperature, solid sodium bicarbonate (0.111 gm.) is added in small portions. The solids are collected by filtration washed with water and dried. After recrystallization from ethanol, the purified 2-methoxycarbonylamino-6-(phenylthio) imidazo [1,2-a] pyridine m.p. 247°-249° C. is obtai... Starting materials: crude product, C1(=CC=CC=C1)OC(N(C(=O)OC1=CC=CC=C1)C1=NC=CC(=C1)OC1=C(C=C(C=C1)NC(=O)OCC1=CC=CC=C1)F)=O ({4-[4-(benzyloxycarbonylamino)-2-fluorophenoxy]pyridin-2-yl}-N-(phenoxycarbonyl)carbamic acid phenyl ester). Reagents/catalysts: [OH-].[OH-].[Pd+2] (palladium hydroxide on carbon). Run in O1CCCC1 (tetrahydrofuran). Run at time 3 hour. Product: crude product, C1(=CC=CC=C1)OC(N(C(=O)OC1=CC=CC=C1)C1=NC=CC(=C1)OC1=C(C=C(C=C1)N)F)=O ([4-(4-Amino-2-fluorophenoxy)pyridin-2-yl]-N-(phenoxycarbonyl)carbamic acid phenyl ester). Isolated yield 107.4%. As a reaction SMILES: [C:1]1([O:7][C:8](=[O:44])[N:9]([C:19]2[CH:24]=[C:23]([O:25][C:26]3[CH:31]=[CH:30][C:29]([NH:32]C(OCC4C=CC=CC=4)=O)=[CH:28][C:27]=3[F:43])[CH:22]=[CH:21][N:20]=2)[C:10]([O:12][C:13]2[CH:18]=[CH:17][CH:16]=[CH:15][CH:14]=2)=[O:11])[CH:6]=[CH:5][CH:4]=[CH:3][CH:2]=1>O1CCCC1.[OH-].[OH-].[Pd+2]>[C:1]1([O:7][C:8](=[O:44])[N:9]([C:19]2[CH:24]=[C:23]([O:25][C:26]3[CH:31]=[CH:30][C:29]([NH2:32])=[CH:28][C:27]=3[F:43])[CH:22]=[CH:21][N:20]=2)[C:10]([O:12][C:13]2[CH:14]=[CH:15][CH:16]=[CH:17][CH:18]=2)=[O:11])[CH:2]=[CH:3][CH:4]=[CH:5][CH:6]=1 |f:2.3.4|. Procedure details: To a solution of a crude product of {4-[4-(benzyloxycarbonylamino)-2-fluorophenoxy]pyridin-2-yl}-N-(phenoxycarbonyl)carbamic acid phenyl ester (1.945 g) in tetrahydrofuran (100 ml) was added 20% palladium hydroxide on carbon (792 mg), followed by stirring under a hydrogen atmosphere at room temperature for 3 hr. The catalyst was removed by filtration and washed with tetrahydrofuran. The filtrate was concentrated under reduced pressure, and the residue was dried under reduced pressure to provide ... The solvent is CCOC(=O)C (AcOEt). Starting materials: COC=1C=C(C=CC1)C=CCCCCCOC1=CC=CC=C1 (1-(3-Methoxyphenyl)-7-phenoxy-1-heptene). Reagents/catalysts: [Pd] (Pd/C). The product is COC=1C=C(C=CC1)CCCCCCCOC1=CC=CC=C1 (1-(3-Methoxyphenyl)-7-phenoxy-heptane), liquid. Procedure: 1-(3-Methoxyphenyl)-7-phenoxy-heptane (8.2) was synthesized as described in 8.1 using 7.2 (0.55 g, 1.86 mmol), AcOEt (20 mL), and 10% Pd/C (0.080 g, 15% w/w). The title compound (8.2) was isolated as a colorless viscous liquid (0.53 g, 0.96% yield). Yield: 1.0%. Reaction SMILES: [CH3:1][O:2][C:3]1[CH:4]=[C:5]([CH:9]=[CH:10][CH2:11][CH2:12][CH2:13][CH2:14][CH2:15][O:16][C:17]2[CH:22]=[CH:21][CH:20]=[CH:19][CH:18]=2)[CH:6]=[CH:7][CH:8]=1>[Pd].CCOC(C)=O>[CH3:1][O:2][C:3]1[CH:4]=[C:5]([CH2:9][CH2:10][CH2:11][CH2:12][CH2:13][CH2:14][CH2:15][O:16][C:17]2[CH:18]=[CH:19][CH:20]=[CH:21][CH:22]=2)[CH:6]=[CH:7][CH:8]=1. Reactants: CCO, [K+], [OH-], CCOC(=O)C(C(=O)OCC)=C1SCS1. Yields the product CCOC(=O)C(C(=O)O)=C1SCS1. As a reaction SMILES: [CH3:18][CH2:19][OH:20].[K+:17].[OH-:16].[S:1]1[C:2](=[C:5]([C:6](=[O:7])[O:8][CH2:9][CH3:10])[C:11](=[O:12])[O:13][CH2:14][CH3:15])[S:3][CH2:4]1>>[S:1]1[C:2](=[C:5]([C:6](=[O:7])[O:8][CH2:9][CH3:10])[C:11](=[O:12])[OH:13])[S:3][CH2:4]1. Starting materials: C(N)(=O)C1=C(NC=[N+]1CC1=CC=C(C=C1)[N+](=O)[O-])[O-] (5-carbamoyl-1-(4-nitrobenzyl)imidazolium-4-olate), C(C)(=O)O[C@H]1[C@H](O[C@@H]([C@@H]([C@@H]1OC(C)=O)OC(C)=O)COC(C)=O)Br (2,3,4,6-tetra-O-acetyl-α-D-galactopyranosyl bromide). Yields the product [N+](=O)([O-])C1=CC=C(CN2C=NC(=C2C(=O)N)O[C@H]2[C@H](OC(C)=O)[C@@H](OC(C)=O)[C@@H](OC(C)=O)[C@H](O2)COC(C)=O)C=C1 (1-(4-nitrobenzyl)-4-(2,3,4,6-tetra-O-acetyl-β-D-galactopyranosyl)oxy-1H-imidazole-5-carboxamide). Yield: 65.1%. Reaction SMILES: [C:1]([C:4]1[N+:8]([CH2:9][C:10]2[CH:15]=[CH:14][C:13]([N+:16]([O-:18])=[O:17])=[CH:12][CH:11]=2)=[CH:7][NH:6][C:5]=1[O-:19])(=[O:3])[NH2:2].[C:20]([O:23][C@@H:24]1[C@@H:29]([O:30][C:31](=[O:33])[CH3:32])[C@@H:28]([O:34][C:35](=[O:37])[CH3:36])[C@@H:27]([CH2:38][O:39][C:40](=[O:42])[CH3:41])[O:26][C@@H:25]1Br)(=[O:22])[CH3:21]>>[N+:16]([C:13]1[CH:12]=[CH:11][C:10]([CH2:9][N:8]2[C:4]([C:1]([NH2:2])=[O:3])=[C:5]([O:19][C@@H:25]3[O:26][C@H:27]([CH2:38][O:39][C:40](=[O:42])[CH3:41])[C@H:28]([O:34][C:35](=[O:37])[CH3:36])[C@H:29]([O:30][C:31](=[O:33])[CH3:32])[C@H:24]3[O:23][C:20](=[O:22])[CH3:21])[N:6]=[CH:7]2)=[CH:15][CH:14]=1)([O-:18])=[O:17]. Procedure: Following a procedure similar to that of Example 1 but using 2.622 g of 5-carbamoyl-1-(4-nitrobenzyl)imidazolium-4-olate and 8.220 g of 2,3,4,6-tetra-O-acetyl-α-D-galactopyranosyl bromide there was obtained 3.857 g of 1-(4-nitrobenzyl)-4-(2,3,4,6-tetra-O-acetyl-β-D-galactopyranosyl)oxy-1H-imidazole-5-carboxamide.